From a dataset of the Open Reaction Database (ORD), a public repository of structured organic reaction records. describe an organic reaction: reactants, conditions, products, and yield The reactants are ClC(Cl)Cl, OCC1OC1CCC(F)(F)F. Yields the product O=CC1OC1CCC(F)(F)F. RXN SMILES: [CH:12]([Cl:13])([Cl:14])[Cl:15].[O:1]1[CH:2]([CH2:3][OH:4])[CH:5]1[CH2:6][CH2:7][C:8]([F:9])([F:10])[F:11]>>[O:1]1[CH:2]([CH:3]=[O:4])[CH:5]1[CH2:6][CH2:7][C:8]([F:9])([F:10])[F:11]. Starting materials: O(C1=CC=CC=C1)C=1C(=NC=C(C1)SC1=NC=CC=C1)NC1=NC(=NS1)C1CCNCC1 (N-(3-phenoxy-5-(pyridin-2-ylthio)pyridin-2-yl)-3-(piperidin-4-yl)-1,2,4-thiadiazol-5-amine), N1=CC=CC=C1 (pyridine), C(C)(=O)O (acetic acid), TEA, [O-]C#N.[K+] (potassium cyanate), Cl (HCl). The solvent is O (Water), C(Cl)Cl (CH2Cl2). Run at time 18 hour. Yields the product Cl.Cl.O(C1=CC=CC=C1)C=1C(=NC=C(C1)SC1=NC=CC=C1)NC1=NC(=NS1)C1CCN(CC1)C(=O)N (4-(5-(3-phenoxy-5-(pyridin-2-ylthio)pyridin-2-ylamino)-1,2,4-thiadiazol-3-yl)piperidine-1-carboxamide dihydrochloride). The yield is 48.4%. As a reaction SMILES: [O:1]([C:8]1[C:9]([NH:21][C:22]2[S:26][N:25]=[C:24]([CH:27]3[CH2:32][CH2:31][NH:30][CH2:29][CH2:28]3)[N:23]=2)=[N:10][CH:11]=[C:12]([S:14][C:15]2[CH:20]=[CH:19][CH:18]=[CH:17][N:16]=2)[CH:13]=1)[C:2]1[CH:7]=[CH:6][CH:5]=[CH:4][CH:3]=1.N1C=CC=CC=1.C(O)(=O)C.[O-:43][C:44]#[N:45].[K+].[ClH:47]>C(Cl)Cl.O>[ClH:47].[ClH:47].[O:1]([C:8]1[C:9]([NH:21][C:22]2[S:26][N:25]=[C:24]([CH:27]3[CH2:32][CH2:31][N:30]([C:44]([NH2:45])=[O:43])[CH2:29][CH2:28]3)[N:23]=2)=[N:10][CH:11]=[C:12]([S:14][C:15]2[CH:20]=[CH:19][CH:18]=[CH:17][N:16]=2)[CH:13]=1)[C:2]1[CH:7]=[CH:6][CH:5]=[CH:4][CH:3]=1 |f:3.4,8.9.10|. Procedure: To a solution of N-(3-phenoxy-5-(pyridin-2-ylthio)pyridin-2-yl)-3-(piperidin-4-yl)-1,2,4-thiadiazol-5-amine (Example 34, Step C, 0.055 g, 0.119 mmol) in CH2Cl2 (4 mL) was added pyridine (0.0940 g, 1.19 mmol), acetic acid (0.0714 g, 1.19 mmol), TEA (0.033 mL, 0.238 mmol), and potassium cyanate (0.0193 g, 0.238 mmol). The reaction was stirred for 18 hours. Water was added and the reaction was extracted with CH2Cl2. The organic layer was dried, filtered, and concentrated. The residue was purified b... Reactants: Cc1ccccc1, O=C(Cl)Cl, Cl, N#CCCCCCN. Product: N#CCCCCCN=C=O. RXN SMILES: [CH3:14][c:15]1[cH:16][cH:17][cH:18][cH:19][cH:20]1.[Cl:10][C:11]([Cl:12])=[O:13].[ClH:9].[NH2:1][CH2:2][CH2:3][CH2:4][CH2:5][CH2:6][C:7]#[N:8]>>[N:1]([CH2:2][CH2:3][CH2:4][CH2:5][CH2:6][C:7]#[N:8])=[C:11]=[O:13]. Reactants: ClS(=O)(=O)C1=CC(=C(C(=O)O)C=C1)O (4-chlorosulphonyl-2-hydroxybenzoic acid), [OH-].[Na+] (NaOH), [OH-].[Na+] (NaOH), ClS(=O)(=O)C1=CC(=C(C(=O)O)C=C1)O (4-chlorosulphonyl-2-hydroxybenzoic acid), BrC1=C2C=CC=CC2=C(C2=C1SC(=C2C)C)C2=CC(=C(C=C2)O)C(C)C (4-(9-bromo-2,3-dimethyl-naphtho[2,3-b]thiophen-4-yl)-2-isopropyl-phenol). Run in C1CCOC1 (THF), C1CCOC1 (THF), C1CCOC1 (THF), C(C(CO)(CO)N)O (Tris), C1CCOC1 (THF). Reaction conditions: temperature 5 celsius, time 0.5 hour. The product is BrC1=C2C=CC=CC2=C(C2=C1SC(=C2C)C)C2=CC(=C(OS(=O)(=O)C1=CC(=C(C(=O)O)C=C1)O)C=C2)C(C)C (4-[4-(9-Bromo-2,3-dimethyl-naphtho[2,3-b]thiophen-4-yl)-2-isopropyl-phenoxysulfonyl]-2-hydroxy-benzoic acid). Isolated yield 66.0%. RXN SMILES: [Br:1][C:2]1[C:11]2[S:12][C:13]([CH3:16])=[C:14]([CH3:15])[C:10]=2[C:9]([C:17]2[CH:22]=[CH:21][C:20]([OH:23])=[C:19]([CH:24]([CH3:26])[CH3:25])[CH:18]=2)=[C:8]2[C:3]=1[CH:4]=[CH:5][CH:6]=[CH:7]2.[OH-].[Na+].Cl[S:30]([C:33]1[CH:41]=[CH:40][C:36]([C:37]([OH:39])=[O:38])=[C:35]([OH:42])[CH:34]=1)(=[O:32])=[O:31]>C(O)C(N)(CO)CO.C1COCC1>[Br:1][C:2]1[C:11]2[S:12][C:13]([CH3:16])=[C:14]([CH3:15])[C:10]=2[C:9]([C:17]2[CH:22]=[CH:21][C:20]([O:23][S:30]([C:33]3[CH:41]=[CH:40][C:36]([C:37]([OH:39])=[O:38])=[C:35]([OH:42])[CH:34]=3)(=[O:32])=[O:31])=[C:19]([CH:24]([CH3:26])[CH3:25])[CH:18]=2)=[C:8]2[C:3]=1[CH:4]=[CH:5][CH:6]=[CH:7]2 |f:1.2|. Procedure: At ambient temperature, to a stirred suspension of 4-(9-bromo-2,3-dimethyl-naphtho[2,3-b]thiophen-4-yl)-2-isopropyl-phenol (0.306 g, 0.744 mmol) in 0.05 M Tris buffer pH 9: THF (10:3, 3.56 mL, 0.2 M) was added 2.5N NaOH (0.285 mL, 0.713 mmol) followed by a minimal amount of THF to form a solution. After 0.5 h, the reaction was cooled to 5° C. To the reaction was added dropwise, a solution of 4-chlorosulphonyl-2-hydroxybenzoic acid (0.338 g, 1.43 mmol) in THF (2.85 mL, 0.5M) while maintaining the... Starting materials: 26C, COC(CC(COC)=O)=O (4-methoxy-3-oxo-butyric acid methyl ester), 27D, C(C)OC(C(C)(C)OC1=CC=C(C=C1)CN)=O (2-(4-aminomethyl-phenoxy)-2-methyl-propionic acid ethyl ester), COCC1=NC(=NC=C1C(=O)O)C1=CC=C(C=C1)C(F)(F)F (4-methoxymethyl-2-(4-trifluoromethyl-phenyl)-pyrimidine-5-carboxylic acid). Yields the product C(C)OC(C(C)(C)OC1=CC=C(C=C1)CNC(=O)C=1C(=NC(=NC1)C1=CC=C(C=C1)C(F)(F)F)COC)=O (2-[4-({[4-methoxymethyl-2-(4-trifluoromethyl-phenyl)-pyrimidine-5-carbonyl]-amino}-methyl)-phenoxy]-2-methyl-propionic acid ethyl ester). Reaction SMILES: [CH2:1]([O:3][C:4](=[O:17])[C:5]([O:8][C:9]1[CH:14]=[CH:13][C:12]([CH2:15][NH2:16])=[CH:11][CH:10]=1)([CH3:7])[CH3:6])[CH3:2].[CH3:18][O:19][CH2:20][C:21]1[C:26]([C:27](O)=[O:28])=[CH:25][N:24]=[C:23]([C:30]2[CH:35]=[CH:34][C:33]([C:36]([F:39])([F:38])[F:37])=[CH:32][CH:31]=2)[N:22]=1.COC(=O)CC(=O)COC>>[CH2:1]([O:3][C:4](=[O:17])[C:5]([O:8][C:9]1[CH:10]=[CH:11][C:12]([CH2:15][NH:16][C:27]([C:26]2[C:21]([CH2:20][O:19][CH3:18])=[N:22][C:23]([C:30]3[CH:31]=[CH:32][C:33]([C:36]([F:39])([F:38])[F:37])=[CH:34][CH:35]=3)=[N:24][CH:25]=2)=[O:28])=[CH:13][CH:14]=1)([CH3:7])[CH3:6])[CH3:2]. Reported procedure: In analogy to the procedures described in example 26B] and 26C], 2-(4-aminomethyl-phenoxy)-2-methyl-propionic acid ethyl ester [PCT Int. Appl. (2002), WO 2002/096895A1] was reacted with 4-methoxymethyl-2-(4-trifluoromethyl-phenyl)-pyrimidine-5-carboxylic acid (prepared from 4-methoxy-3-oxo-butyric acid methyl ester, in analogy to the procedures described in examples 27C] and 27D] followed by saponification in analogy to the procedure described in example 53B]) to give 2-[4-({[4-methoxymethyl-2-(... Reactants: FC1=C(C=CC(=C1)O)N1N=C(N(C1=O)C(F)F)C (1-(2-fluoro-4-hydroxyphenyl)-4-difluoromethyl-4,5-dihydro-3-methyl-1,2,4-triazol-5(1H)-one), ClCC=1C=C(OC(C(=O)OC)C)C=CC1 (methyl 2-(3-chloromethylphenoxy)propionate), C([O-])([O-])=O.[K+].[K+] (potassium carbonate). Run in CN(C=O)C (N,N-dimethylformamide). Product: FC(N1C(=NN(C1=O)C1=C(C=C(OCC=2C=C(OC(C(=O)OC)C)C=CC2)C=C1)F)C)F (methyl 2-[3-[4-(4-difluoromethyl-4,5-dihydro-3-methyl-1,2,4-triazol-5(1H)-on-1-yl)-3-fluorophenoxymethyl]phenoxy]propionate). Isolated yield 89.8%. RXN SMILES: [F:1][C:2]1[CH:7]=[C:6]([OH:8])[CH:5]=[CH:4][C:3]=1[N:9]1[C:13](=[O:14])[N:12]([CH:15]([F:17])[F:16])[C:11]([CH3:18])=[N:10]1.Cl[CH2:20][C:21]1[CH:22]=[C:23]([CH:31]=[CH:32][CH:33]=1)[O:24][CH:25]([CH3:30])[C:26]([O:28][CH3:29])=[O:27].C(=O)([O-])[O-].[K+].[K+]>CN(C)C=O>[F:16][CH:15]([F:17])[N:12]1[C:13](=[O:14])[N:9]([C:3]2[CH:4]=[CH:5][C:6]([O:8][CH2:20][C:21]3[CH:22]=[C:23]([CH:31]=[CH:32][CH:33]=3)[O:24][CH:25]([CH3:30])[C:26]([O:28][CH3:29])=[O:27])=[CH:7][C:2]=2[F:1])[N:10]=[C:11]1[CH3:18] |f:2.3.4|. Reported procedure: By the method of Example 1, Step K, 1.0 g (0.0038 mole) of 1-(2-fluoro-4-hydroxyphenyl)-4-difluoromethyl-4,5-dihydro-3-methyl-1,2,4-triazol-5(1H)-one (Example 1, Step F) and 1.72 g (0.0076 mole) of methyl 2-(3-chloromethylphenoxy)propionate were reacted in the presence of 0.79 g (0.0057 mole) of anhydrous potassium carbonate in 25 mL of N,N-dimethylformamide, yielding 1.54 g of methyl 2-[3-[4-(4-difluoromethyl-4,5-dihydro-3-methyl-1,2,4-triazol-5(1H)-on-1-yl)-3-fluorophenoxymethyl]phenoxy]propio... Starting materials: C(C1=CC=CC=C1)(=O)C1=C(NC(C(Cl)Cl)=O)C=CC=C1 (2'-Benzoyl-2,2-dichloroacetanilide), [C-]#N.[K+] (potassium cyanide). Solvent: O (water), C(C)O (ethanol). Run at time 40 hour. Product: NC1=NC2=CC=CC=C2C1(O)C1=CC=CC=C1 (2-amino-3-phenyl-3H-indol-3-ol). As a reaction SMILES: [C:1]([C:9]1[CH:20]=[CH:19][CH:18]=[CH:17][C:10]=1[NH:11][C:12](=O)C(Cl)Cl)(=[O:8])[C:2]1[CH:7]=[CH:6][CH:5]=[CH:4][CH:3]=1.[C-]#[N:22].[K+]>C(O)C.O>[NH2:22][C:12]1[C:1]([C:2]2[CH:3]=[CH:4][CH:5]=[CH:6][CH:7]=2)([OH:8])[C:9]2[C:10](=[CH:17][CH:18]=[CH:19][CH:20]=2)[N:11]=1 |f:1.2|. Reported procedure: 2'-Benzoyl-2,2-dichloroacetanilide (50 g.) was suspended in 91% ethanol (750 ml) and treated with a solution of potassium cyanide (30 g) in water (50 ml). The reaction was stirred at room temperature for 40 hours. The crystalline precipitate was filtered off and the mother liquors diluted with water to provide further crops of 2-amino-3-phenyl-3H-indol-3-ol. Total 37 g. The product could be recrystallized from acetonitrile or aqueous dimethylformamide and had a m.p. of 204°-6°C (decomp). Reactants: C1(OCCC2=CC=CC=C12)CC(=O)O ((+)-(isochroman-1-yl)acetic acid), C1(OCCC2=CC=CC=C12)CC(=O)O ((-)-(isochroman-1-yl)acetic acid), O.Cl.Cl.C1(OCCC2=CC=CC=C12)CCN1CCN(CC1)C1=C(C=CC=C1)OC (1-[2-(Isochroman-1-yl)ethyl]-4-(2-methoxyphenyl)piperazine dihydrochloride monohydrate), S-(-)-α-methylbenzylamine, C1(OCCC2=CC=CC=C12)CC(=O)O ((-)-(isochroman-1-yl)acetic acid). The product is Cl.Cl.C1(OCCC2=CC=CC=C12)CCN1CCN(CC1)C1=CC=C(C=C1)OC ((+)-1-[2-(Isochroman-1-yl)ethyl]-4-(4-methoxyphenyl)piperazine dihydrochloride). RXN SMILES: [CH:1]1(CC(O)=O)C2C(=CC=CC=2)CC[O:2]1.[OH2:15].[ClH:16].Cl.[CH:18]1([CH2:28][CH2:29][N:30]2[CH2:35][CH2:34][N:33]([C:36]3[CH:41]=[CH:40][CH:39]=[CH:38][C:37]=3OC)[CH2:32][CH2:31]2)[C:27]2[C:22](=[CH:23][CH:24]=[CH:25][CH:26]=2)[CH2:21][CH2:20]O1>>[ClH:16].[ClH:16].[CH:18]1([CH2:28][CH2:29][N:30]2[CH2:31][CH2:32][N:33]([C:36]3[CH:41]=[CH:40][C:39]([O:2][CH3:1])=[CH:38][CH:37]=3)[CH2:34][CH2:35]2)[C:27]2[C:22](=[CH:23][CH:24]=[CH:25][CH:26]=2)[CH2:21][CH2:20][O:15]1 |f:1.2.3.4,5.6.7|. Procedure details: Following the general procedure of EXAMPLE 48 and making non-critical variations but using (+)-(isochroman-1-yl)acetic acid (prepared in the same manner as for EXAMPLE 45, Step 3, but using S-(-)-α-methylbenzylamine in place of R-(+)-α-methylbenzylamine), containing some (-)-(isochroman-1-yl)acetic acid as an impurity, in place of (-)-(isochroman-1-yl)acetic acid (LXI, EXAMPLE 45--Step 3), and using 1-(4-methoxyphenyl)piperazine dihydrochloride (XI) in place of 4-(piperazin-1-yl)benzamide (IV), ...